Dataset: the Open Reaction Database (ORD), a public repository of structured organic reaction records. Task: describe an organic reaction: reactants, conditions, products, and yield Starting materials: C(CCCCCCCCCCCCCCC)NC1=CC=C(C(=O)OC(C)C#N)C=C1 (1-cyanoethyl 4-(hexadecylamino)benzoate), S(O)(O)(=O)=O (sulfuric acid). Solvent: O (water). The product is C(CCCCCCCCCCCCCCC)NC1=CC=C(C(=O)OC(C)C(N)=O)C=C1 (1-carbamoylethyl 4-(hexadecylamino)benzoate). RXN SMILES: [CH2:1]([NH:17][C:18]1[CH:30]=[CH:29][C:21]([C:22]([O:24][CH:25]([C:27]#[N:28])[CH3:26])=[O:23])=[CH:20][CH:19]=1)[CH2:2][CH2:3][CH2:4][CH2:5][CH2:6][CH2:7][CH2:8][CH2:9][CH2:10][CH2:11][CH2:12][CH2:13][CH2:14][CH2:15][CH3:16].S(=O)(=O)(O)[OH:32]>O>[CH2:1]([NH:17][C:18]1[CH:19]=[CH:20][C:21]([C:22]([O:24][CH:25]([C:27](=[O:32])[NH2:28])[CH3:26])=[O:23])=[CH:29][CH:30]=1)[CH2:2][CH2:3][CH2:4][CH2:5][CH2:6][CH2:7][CH2:8][CH2:9][CH2:10][CH2:11][CH2:12][CH2:13][CH2:14][CH2:15][CH3:16]. Procedure: A mixture of 5 g. (12.1 m moles) 1-cyanoethyl 4-(hexadecylamino)benzoate in 100 ml. 75% sulfuric acid is heated at 50° C. for 20 hours. The cooled solution is diluted with water, filtered, and the residue is dried to yield the amide as a white amorphous solid. Reactants: BrC1=CC=C(CN2C(=C(C3=CC(=CC=C23)OC)C2(CC2)CC(=O)OC)C)C=C1 (Methyl [1-(1-(p-bromobenzyl)-5-methoxy-2-methylindol-3-yl)cyclopropyl]acetate), [OH-].[Na+] (NaOH). Run in CCOCC.CCCCCC (ether hexane), CO (methanol). Yields the product BrC1=CC=C(CN2C(=C(C3=CC(=CC=C23)OC)C2(CC2)CC(=O)O)C)C=C1 ([1-(1-(p-Bromobenzyl)-5-methoxy-2-methylindol-3-yl)cyclopropyl]acetic acid). Isolated yield 78.0%. RXN SMILES: [Br:1][C:2]1[CH:28]=[CH:27][C:5]([CH2:6][N:7]2[C:15]3[C:10](=[CH:11][C:12]([O:16][CH3:17])=[CH:13][CH:14]=3)[C:9]([C:18]3([CH2:21][C:22]([O:24]C)=[O:23])[CH2:20][CH2:19]3)=[C:8]2[CH3:26])=[CH:4][CH:3]=1.[OH-].[Na+]>CO.CCOCC.CCCCCC>[Br:1][C:2]1[CH:28]=[CH:27][C:5]([CH2:6][N:7]2[C:15]3[C:10](=[CH:11][C:12]([O:16][CH3:17])=[CH:13][CH:14]=3)[C:9]([C:18]3([CH2:21][C:22]([OH:24])=[O:23])[CH2:20][CH2:19]3)=[C:8]2[CH3:26])=[CH:4][CH:3]=1 |f:1.2,4.5|. Reported procedure: To the methyl ester from Step 7 (1.63 g, 3.68 mmol) in 20 mL of methanol was added 5 mL of 2N NaOH, and the mixture was heated to reflux for 2 h then cooled. The reaction mixture was partitioned between ethyl acetate and 1M HCl. The organic layer was washed with brine, dried over MgSO4 and evaporated to give a solid. This material was swished twice in 15% ether/hexane to provide 1.23 g of the title compound. Starting materials: C(C)(CC)N(C1=CC(=C(C=C1)N=O)C)CC (N-sec-butyl-N-ethyl-4-nitroso-3-toluidine), C1=CC(=O)C=CC1=NNC2=CC(=C(C=C2)/C=C/C3=C(C=C(C=C3)NN=C4C=CC(=O)C=C4)S(=O)(=O)[O-])S(=O)(=O)[O-].[Na+].[Na+] (Brilliant Yellow), C([O-])([O-])=O.[Na+].[Na+] (Sodium carbonate). Reagents/catalysts: [Fe] (iron), [Fe] (iron). Solvent: CO (methanol), Cl (hydrochloric acid), CO (methanol). Run at time 3 hour. Product: NC1=C(C=C(N(CC)C(C)CC)C=C1)C (4-Amino-N-sec-butyl-N-ethyl-3-toluidine). RXN SMILES: [CH:1]([N:5]([CH2:15][CH3:16])[C:6]1[CH:11]=[CH:10][C:9]([N:12]=O)=[C:8]([CH3:14])[CH:7]=1)([CH2:3][CH3:4])[CH3:2].C(=O)([O-])[O-].[Na+].[Na+].C1C(=NNC2C=CC(/C=C/C3C=CC(NN=C4C=CC(=O)C=C4)=CC=3S([O-])(=O)=O)=C(S([O-])(=O)=O)C=2)C=CC(=O)C=1.[Na+].[Na+]>CO.Cl.[Fe]>[NH2:12][C:9]1[CH:10]=[CH:11][C:6]([N:5]([CH:1]([CH2:3][CH3:4])[CH3:2])[CH2:15][CH3:16])=[CH:7][C:8]=1[CH3:14] |f:1.2.3,4.5.6|. Reported procedure: A suspension of iron powder (8.34 g) in methanol (60 ml) and hydrochloric acid (20 ml) was stirred at reflux for 15 mins. A solution of the product from Stage 1d (11 g) in methanol (60 ml) was added dropwise over 15 mins and refluxing continued for 3 hours. Sodium carbonate was added until no soluble iron remained and the solution was alkaline to Brilliant Yellow paper. The hot reaction mixture was filtered and the solvent removed under reduced pressure to give the product as a brown oil. The reactants are C(C)OC(=O)C1(CC1)C1=CC=C(C=C1)C1=CC=C(C=C1)C1=C(C(=NO1)C)NC1=NC(=CC=C1)Br (1-{4′-[4-(6-bromo-pyridin-2-ylamino)-3-methyl-isoxazol-5-yl]-biphenyl-4-yl}-cyclopropanecarboxylic acid ethyl ester), COC=1C=C(C=CC1)B(O)O (3-methoxyphenylboronic acid). Yields the product C(C)OC(=O)C1(CC1)C1=CC=C(C=C1)C1=CC=C(C=C1)C1=C(C(=NO1)C)NC1=NC(=CC=C1)C1=CC(=CC=C1)OC (1-(4′-{4-[6-(3-Methoxy-phenyl)-pyridin-2-ylamino]-3-methyl-isoxazol-5-yl}-biphenyl-4-yl)-cyclopropanecarboxylic acid ethyl ester). As a reaction SMILES: [CH2:1]([O:3][C:4]([C:6]1([C:9]2[CH:14]=[CH:13][C:12]([C:15]3[CH:20]=[CH:19][C:18]([C:21]4[O:25][N:24]=[C:23]([CH3:26])[C:22]=4[NH:27][C:28]4[CH:33]=[CH:32][CH:31]=[C:30](Br)[N:29]=4)=[CH:17][CH:16]=3)=[CH:11][CH:10]=2)[CH2:8][CH2:7]1)=[O:5])[CH3:2].[CH3:35][O:36][C:37]1[CH:38]=[C:39](B(O)O)[CH:40]=[CH:41][CH:42]=1>>[CH2:1]([O:3][C:4]([C:6]1([C:9]2[CH:14]=[CH:13][C:12]([C:15]3[CH:20]=[CH:19][C:18]([C:21]4[O:25][N:24]=[C:23]([CH3:26])[C:22]=4[NH:27][C:28]4[CH:33]=[CH:32][CH:31]=[C:30]([C:41]5[CH:40]=[CH:39][CH:38]=[C:37]([O:36][CH3:35])[CH:42]=5)[N:29]=4)=[CH:17][CH:16]=3)=[CH:11][CH:10]=2)[CH2:8][CH2:7]1)=[O:5])[CH3:2]. Reported procedure: Prepared according to the procedure described in Example 1, Step 10, using 1-{4′-[4-(6-bromo-pyridin-2-ylamino)-3-methyl-isoxazol-5-yl]-biphenyl-4-yl}-cyclopropanecarboxylic acid ethyl ester and 3-methoxyphenylboronic acid. Reactants: COC(=O)C(N)Cc1ccc(-c2ccccc2)cc1, O=C(O)c1cc(Cl)ccn1. Yields the product COC(=O)C(Cc1ccc(-c2ccccc2)cc1)NC(=O)c1cc(Cl)ccn1. Reaction SMILES: [CH3:11][O:12][C:13]([CH:14]([CH2:15][c:16]1[cH:17][cH:18][c:19](-[c:22]2[cH:23][cH:24][cH:25][cH:26][cH:27]2)[cH:20][cH:21]1)[NH2:28])=[O:29].[Cl:1][c:2]1[cH:3][c:4]([C:8](=[O:9])[OH:10])[n:5][cH:6][cH:7]1>>[Cl:1][c:2]1[cH:3][c:4]([C:8](=[O:10])[NH:28][CH:14]([C:13]([O:12][CH3:11])=[O:29])[CH2:15][c:16]2[cH:17][cH:18][c:19](-[c:22]3[cH:23][cH:24][cH:25][cH:26][cH:27]3)[cH:20][cH:21]2)[n:5][cH:6][cH:7]1. Starting materials: Brc1ccc(-c2nc3ccccc3n2-c2ccccc2)cc1, [Li]CCCC, C1CCOC1, O, c1ccc(-c2cc(-c3ccccc3)c3ccc4c(-c5ccccc5)ccnc4c3n2)cc1. The product is c1ccc(-c2cc(-c3ccccc3)c3ccc4c(-c5ccccc5)cc(-c5ccc(-c6nc7ccccc7n6-c6ccccc6)cc5)nc4c3n2)cc1. Reaction SMILES: [Br:1][c:2]1[cH:3][cH:4][c:5](-[c:8]2[n:9][c:10]3[c:11]([n:12]2-[c:13]2[cH:14][cH:15][cH:16][cH:17][cH:18]2)[cH:19][cH:20][cH:21][cH:22]3)[cH:6][cH:7]1.[CH2:23]([Li:24])[CH2:25][CH2:26][CH3:27].[CH2:61]1[O:62][CH2:63][CH2:64][CH2:65]1.[OH2:60].[c:28]1(-[c:34]2[n:35][c:36]3[c:37]4[n:38][cH:39][cH:40][c:41](-[c:54]5[cH:55][cH:56][cH:57][cH:58][cH:59]5)[c:42]4[cH:43][cH:44][c:45]3[c:46](-[c:48]3[cH:49][cH:50][cH:51][cH:52][cH:53]3)[cH:47]2)[cH:29][cH:30][cH:31][cH:32][cH:33]1>>[c:2]1(-[c:39]2[n:38][c:37]3[c:36]4[n:35][c:34](-[c:28]5[cH:29][cH:30][cH:31][cH:32][cH:33]5)[cH:47][c:46](-[c:48]5[cH:49][cH:50][cH:51][cH:52][cH:53]5)[c:45]4[cH:44][cH:43][c:42]3[c:41](-[c:54]3[cH:55][cH:56][cH:57][cH:58][cH:59]3)[cH:40]2)[cH:3][cH:4][c:5](-[c:8]2[n:9][c:10]3[c:11]([n:12]2-[c:13]2[cH:14][cH:15][cH:16][cH:17][cH:18]2)[cH:19][cH:20][cH:21][cH:22]3)[cH:6][cH:7]1.